The task is: describe an organic reaction: reactants, conditions, products, and yield. This data is from the Open Reaction Database (ORD), a public repository of structured organic reaction records. The reactants are CSC=1SC(=C2C1C=1SC(=CC1CC2)C2=CC=CC=C2)C(=O)O (4,5-Dihydro-8-methylthio-2-phenylbenzo[2,1-c:3,4-b′]dithiophene-6-carboxylic acid), O1C(=NC=C1)Cl (oxazolyl chloride). Reagents/catalysts: CN(C=O)C (N,N-dimethylformamide). Run in O1CCCC1 (tetrahydrofuran). Run at time 2 hour. The product is CSC=1SC(=C2C1C=1SC(=CC1CC2)C2=CC=CC=C2)C(=O)N (4,5-dihydro-8-methylthio-2-phenylbenzo[2,1-c:3,4-b′]dithiophene-6-carboxamide). The yield is 56.0%. As a reaction SMILES: [CH3:1][S:2][C:3]1[S:4][C:5]([C:21]([OH:23])=O)=[C:6]2[CH2:14][CH2:13][C:12]3[CH:11]=[C:10]([C:15]4[CH:20]=[CH:19][CH:18]=[CH:17][CH:16]=4)[S:9][C:8]=3[C:7]=12.O1C=C[N:26]=C1Cl>O1CCCC1.CN(C)C=O>[CH3:1][S:2][C:3]1[S:4][C:5]([C:21]([NH2:26])=[O:23])=[C:6]2[CH2:14][CH2:13][C:12]3[CH:11]=[C:10]([C:15]4[CH:20]=[CH:19][CH:18]=[CH:17][CH:16]=4)[S:9][C:8]=3[C:7]=12. Reported procedure: 4,5-Dihydro-8-methylthio-2-phenylbenzo[2,1-c:3,4-b′]dithiophene-6-carboxylic acid (0.50 g) was dissolved in tetrahydrofuran (10 ml); oxazolyl chloride (0.15 ml) and then N,N-dimethylformamide (one drop) were added. After the mixture was stirred at room temperature for 2 hours, it was concentrated under reduced pressure. The residue was dissolved in tetrahydrofuran (30 ml); concentrated aqueous ammonia (5 ml) was added. After the reaction mixture was stirred at room temperature for one hour, it w... The reactants are CC(=O)OCC1OC(OC(C)=O)C(OC(C)=O)C1OC(C)=O, CC=O, CCOC(C)=O, O=c1[nH]c2nc(Cl)nc(Cl)c2s1, O=[N+]([O-])c1ccc(OP(=O)([O-])Oc2ccc([N+](=O)[O-])cc2)cc1. Yields the product CC(=O)OCC1OC(n2c(=O)sc3c(Cl)nc(Cl)nc32)C(OC(C)=O)C1OC(C)=O. Reaction SMILES: [C:13]([O:14][CH:17]1[CH:18]([O:19][C:20]([CH3:21])=[O:22])[CH:23]([O:24][C:25]([CH3:26])=[O:27])[CH:28]([CH2:30][O:31][C:32]([CH3:33])=[O:34])[O:29]1)(=[O:15])[CH3:16].[CH3:58][C:59]=[O:60].[CH3:61][CH2:62][O:63][C:64]([CH3:65])=[O:66].[Cl:1][c:2]1[n:3][c:4]([Cl:12])[c:5]2[c:6]([n:7]1)[nH:8][c:9](=[O:11])[s:10]2.[N+:35]([c:36]1[cH:37][cH:38][c:39]([O:40][P:41]([O-:42])([O:43][c:44]2[cH:45][cH:46][c:47]([N+:48]([O-:49])=[O:50])[cH:51][cH:52]2)=[O:53])[cH:54][cH:55]1)([O-:56])=[O:57]>>[Cl:1][c:2]1[n:3][c:4]([Cl:12])[c:5]2[c:6]([n:7]1)[n:8]([CH:17]1[CH:18]([O:19][C:20]([CH3:21])=[O:22])[CH:23]([O:24][C:25]([CH3:26])=[O:27])[CH:28]([CH2:30][O:31][C:32]([CH3:33])=[O:34])[O:29]1)[c:9](=[O:11])[s:10]2. Reactants: SC=1SC(=C(N1)C)CCC(=O)OCC (ethyl 3-[2-mercapto-4-methyl-1,3-thiazol-5-yl]propionate), C(=O)([O-])[O-].[K+].[K+] (K2CO3), BrCCCC(=O)OCC (ethyl 4-bromobutyrate), [OH-].[Na+] (sodium hydroxide). Run in CN(C)C=O (DMF), C(C)O (ethanol). Run at temperature 50 celsius, time 2 hour. The product is C(=O)(O)CCCSC=1SC(=C(N1)C)CCC(=O)O (3-[2-(3-Carboxy-1-propylthio)-4-methyl-1,3-thiazol-5-yl]-propionic acid). Isolated yield 88.4%. As a reaction SMILES: [SH:1][C:2]1[S:3][C:4]([CH2:8][CH2:9][C:10]([O:12]CC)=[O:11])=[C:5]([CH3:7])[N:6]=1.C([O-])([O-])=O.[K+].[K+].Br[CH2:22][CH2:23][CH2:24][C:25]([O:27]CC)=[O:26].[OH-].[Na+]>C(O)C.CN(C=O)C>[C:25]([CH2:24][CH2:23][CH2:22][S:1][C:2]1[S:3][C:4]([CH2:8][CH2:9][C:10]([OH:12])=[O:11])=[C:5]([CH3:7])[N:6]=1)([OH:27])=[O:26] |f:1.2.3,5.6|. Procedure details: 2 g (8.6 mmol) of ethyl 3-[2-mercapto-4-methyl-1,3-thiazol-5-yl]propionate were initially introduced into 40 ml of dry DMF, and 1.48 g (11 mmol) of powdered K2CO3 and 1.23 ml (8.6 mmol) of ethyl 4-bromobutyrate were added, and the reaction mixture was stirred at 50° C. for 2 hours. A solid residue was filtered off with suction, the DMF was removed in vacuo, and 3.6 g of a crude product were obtained, and this was taken up in 25 ml of ethanol. After addition of 1N sodium hydroxide solution, the m... Starting materials: Cl (HCl), ClC=1C=C(C(=O)O)C=CN1 (2-chloroisonicotinic acid), [OH-].[Na+] (NaOH). Run in C1CCOC1 (THF). Run at time 1 hour. Yields the product ClC1=NC=CC(=C1)CO (2-chloro-4-pyridinemethanol). Yield: 5990.1%. Reaction SMILES: [Cl:1][C:2]1[CH:3]=[C:4]([CH:8]=[CH:9][N:10]=1)[C:5](O)=[O:6].Cl.[OH-].[Na+]>C1COCC1>[Cl:1][C:2]1[CH:3]=[C:4]([CH2:5][OH:6])[CH:8]=[CH:9][N:10]=1 |f:2.3|. Reported procedure: To a stirred solution of 2-chloroisonicotinic acid (3.15 g, 20 mmol) in anhydrous THF (40 ml) cooled in an ice bath, was added borane-methyl sulfide complex (6 mL, 60 mmol). After 1 hr, the mixture was stirred for 48 hr at room temperature. The mixture was cooled in an ice bath and conc. HCl (30 ml) was added and stirred for 30 min. The mixture was then basified by addition of 50% aqueous NaOH (30 ml). The product was extracted with dichloromethane, dried with anhydrous potassium carbonate, filt... Reactants: [K+].N1C([C@@H](CC1)SC=1[C@@H]([C@H]2N(C1C(=O)[O-])C([C@@H]2[C@@H](C)O)=O)C)=S ((1R, 5S, 6S)-2-[(3R)-Pyrrolidine-2-thion-3-ylthio]-6-[(1R)-1-hydroxyethyl]-1-methylcarbapen-2-em-3-carboxylic acid potassium salt), C(C(C)C)(=O)OCI (isobutyryloxymethyl iodide), C(C)(=O)OCC (ethyl acetate). Run in CN(C=O)C (N,N-dimethylformamide). Run at time 30 minute. Product: C(C(C)C)(=O)OCOC(=O)C1=C([C@@H]([C@H]2N1C([C@@H]2[C@@H](C)O)=O)C)S[C@H]2C(NCC2)=S ((1R, 5S, 6S)-2-[(3R)-pyrrolidine-2-thion-3-ylthio]-6-[(1R)-1-hydroxyethyl]-1-methylcarbapen-2-em-3-carboxylic acid isobutyryloxymethyl ester). Isolated yield 24.1%. Reaction SMILES: [K+].[NH:2]1[CH2:6][CH2:5][C@@H:4]([S:7][C:8]2[C@H:9]([CH3:22])[C@@H:10]3[C@@H:17]([C@H:18]([OH:20])[CH3:19])[C:16](=[O:21])[N:11]3[C:12]=2[C:13]([O-:15])=[O:14])[C:3]1=[S:23].[C:24]([O:29][CH2:30]I)(=[O:28])[CH:25]([CH3:27])[CH3:26].C(OCC)(=O)C>CN(C)C=O>[C:24]([O:29][CH2:30][O:14][C:13]([C:12]1[N:11]2[C:16](=[O:21])[C@H:17]([C@H:18]([OH:20])[CH3:19])[C@H:10]2[C@@H:9]([CH3:22])[C:8]=1[S:7][C@@H:4]1[CH2:5][CH2:6][NH:2][C:3]1=[S:23])=[O:15])(=[O:28])[CH:25]([CH3:27])[CH3:26] |f:0.1|. Procedure details: (1R, 5S, 6S)-2-[(3R)-Pyrrolidine-2-thion-3-ylthio]-6-[(1R)-1-hydroxyethyl]-1-methylcarbapen-2-em-3-carboxylic acid potassium salt (0.5 g) is suspended in N,N-dimethylformamide (5 ml). To the suspension is added isobutyryloxymethyl iodide (338 mg) under ice cooling, and the mixture is stirred at the same temperature for 30 minutes. To the reaction mixture is added ethyl acetate, and the mixture is washed with water, dried and concentrated to dryness under reduced pressure. The residue is purified...